Dataset: the Open Reaction Database (ORD), a public repository of structured organic reaction records. Task: describe an organic reaction: reactants, conditions, products, and yield RXN SMILES: C(OC(=O)[NH:7][CH:8]1[CH2:13][CH2:12][N:11]([C:14]2[C:15]3[CH:22]=[CH:21][NH:20][C:16]=3[N:17]=[CH:18][N:19]=2)[CH2:10][CH2:9]1)(C)(C)C.Cl>C(OCC)C>[N:17]1[C:16]2[NH:20][CH:21]=[CH:22][C:15]=2[C:14]([N:11]2[CH2:10][CH2:9][CH:8]([NH2:7])[CH2:13][CH2:12]2)=[N:19][CH:18]=1. Run in C(C)OCC (diethyl ether). Reaction conditions: time 1 hour. The reactants are C(C)(C)(C)OC(NC1CCN(CC1)C=1C2=C(N=CN1)NC=C2)=O ([1-(7H-Pyrrolo[2,3-d]pyrimidin-4-yl)-piperidin-4-yl]-carbamic acid tert-butyl ester), Cl (HCl). Yields the product N1=CN=C(C2=C1NC=C2)N2CCC(CC2)N (1-(7H-Pyrrolo[2,3-d]pyrimidin-4-yl)-piperidin-4-ylamine). Procedure: To [1-(7H-Pyrrolo[2,3-d]pyrimidin-4-yl)-piperidin-4-yl]-carbamic acid tert-butyl ester (57 mg, 0.18 mmol) was added HCl (1 ml, 4M solution in dioxane, 4 mmol). The solution was stirred at room temperature for 1 hour, and then diethyl ether was added (4 ml). The ethereal layer was discarded and the solid triturated with a further portion of ether (4 ml) and dried [product mass 27 mg]. A portion of the product was dissolved in methanol, absorbed onto an acidic resin SCX-2 cartridge, and the free b...